This data is from the Open Reaction Database (ORD), a public repository of structured organic reaction records. The task is: describe an organic reaction: reactants, conditions, products, and yield Reactants: CC(C=C(C(=O)OC)C(=O)OC)CCC1=C(CCCC1(C)C)C (Dimethyl 2-(2-methyl-4-(2,6,6-trimethylcyclohex-1-enyl)butylidene)malonate), [Cl-].[Li+] (lithium chloride), O (water), CN1C(CCC1)=O (N-methyl-pyrrolidone), Cl (HCl). Conditions: temperature 130 celsius. Yields the product C\C(=C/CC(=O)OC)\CCC1=C(CCCC1(C)C)C ((E)-Methyl 4-methyl-6-(2,6,6-trimethylcyclohex-1-enyl)hex-3-enoate). RXN SMILES: [CH3:1][CH:2]([CH2:13][CH2:14][C:15]1[C:20]([CH3:22])([CH3:21])[CH2:19][CH2:18][CH2:17][C:16]=1[CH3:23])[CH:3]=[C:4](C(OC)=O)[C:5]([O:7][CH3:8])=[O:6].[Cl-].[Li+].O.CN1CCCC1=O.Cl>>[CH3:1]/[C:2](/[CH2:13][CH2:14][C:15]1[C:20]([CH3:22])([CH3:21])[CH2:19][CH2:18][CH2:17][C:16]=1[CH3:23])=[CH:3]\[CH2:4][C:5]([O:7][CH3:8])=[O:6] |f:1.2|. Procedure details: Conjugated malonate 3a (0.5 g, 1.5 mmol), anhydrous lithium chloride (93 mg, 2.2 mmol) and water (53 mg, 3 mmol) in N-methyl-pyrrolidone (2.9 g, 29 mmol) are heated under stirring to 130° C. After 4 h at this temperature the mixture is poured upon 2 M HCl and extracted with tert-butyl methyl other. The combined organic layers are washed with conc. NaHCO3, conc. NaCl and dried over MgSO4. After filtration and evaporation of the solvent the crude product (0.64 g) is bulb-to-bulb-distilled to give ...